From a dataset of the Open Reaction Database (ORD), a public repository of structured organic reaction records. describe an organic reaction: reactants, conditions, products, and yield Starting materials: C(CCC\C=C/CC=CCC=CCC=CCCCCC)(=O)N[C@@H](COP(=O)(O)O)C(=O)O (N-(cis-5,8,11,14-eicosatetraenoyl)-O-phospho-L-serine), C(CCC\C=C/CC=CCC=CCC=CCC=CCC)(=O)O (cis-5,8,11,14,17-eicosapentaenoic acid), Cl.COC([C@@H](N)[C@H](O)C)=O (L-threonine methyl ester hydrochloride). Procedure: This compound was prepared as described above for (6), using 0.5 mmol (151 mg) of cis-5,8,11,14,17-eicosapentaenoic acid and 1 mmol (170 mg) of L-threonine methyl ester hydrochloride; yield 99 mg, (41%); Rf 0.05-0.10 (system B); 1H-NMR (CD3SOCD3, 200 MHz) δ0.9-1.0 (t, 3H, ω-CH3); 1.2-1.4 (d, 3H, CH3CHOP); 1.5-1.6 (t, 2H, CH2); 2.0-2.2 (m, 6H, CH2CO and 2CH2CH═CH); 2.7-2.9 (br s, 8H, 4HC═CH—CH2—CH═CH); 4.1-4.3 (m, 2H, 2CH); 5.2-5.4 (br s, 10H, 5HC═CH); 8.2-8.4 (m, 3H, NH and 2POH) Product: C(CCC\C=C/CC=CCC=CCC=CCC=CCC)(=O)N[C@@H]([C@H](OP(=O)(O)O)C)C(=O)O (N-(cis-5,8,11,14,17-eicosapentaenoyl)-O-phospho-L-threonine). RXN SMILES: [C:1]([NH:22][C@H:23]([C:30]([OH:32])=[O:31])[CH2:24][O:25][P:26]([OH:29])([OH:28])=[O:27])(=[O:21])[CH2:2][CH2:3][CH2:4]/[CH:5]=[CH:6]\[CH2:7][CH:8]=[CH:9][CH2:10][CH:11]=[CH:12][CH2:13][CH:14]=[CH:15][CH2:16][CH2:17][CH2:18][CH2:19][CH3:20].[C:33](O)(=O)CCC/C=C\CC=CCC=CCC=CCC=CCC.Cl.COC(=O)[C@H]([C@@H](C)O)N>>[C:1]([NH:22][C@H:23]([C:30]([OH:32])=[O:31])[C@@H:24]([CH3:33])[O:25][P:26]([OH:29])([OH:28])=[O:27])(=[O:21])[CH2:2][CH2:3][CH2:4]/[CH:5]=[CH:6]\[CH2:7][CH:8]=[CH:9][CH2:10][CH:11]=[CH:12][CH2:13][CH:14]=[CH:15][CH2:16][CH:17]=[CH:18][CH2:19][CH3:20] |f:2.3|.